This data is from the Open Reaction Database (ORD), a public repository of structured organic reaction records. The task is: describe an organic reaction: reactants, conditions, products, and yield Starting materials: Br, CC(=O)[O-], CC(=O)O, O=C(O)c1cnn2c(C(F)(F)F)cc(-c3ccc(C(F)(F)F)cc3)cc12, I, [Na+]. Yields the product FC(F)(F)c1ccc(-c2cc(C(F)(F)F)n3ncc(I)c3c2)cc1. As a reaction SMILES: [BrH:28].[C:29]([O-:30])(=[O:31])[CH3:32].[CH3:34][C:35](=[O:36])[OH:37].[F:1][C:2]([c:3]1[cH:4][c:5](-[c:15]2[cH:16][cH:17][c:18]([C:21]([F:22])([F:23])[F:24])[cH:19][cH:20]2)[cH:6][c:7]2[n:8]1[n:9][cH:10][c:11]2[C:12]([OH:13])=[O:14])([F:25])[F:26].[IH:27].[Na+:33]>>[F:1][C:2]([c:3]1[cH:4][c:5](-[c:15]2[cH:16][cH:17][c:18]([C:21]([F:22])([F:23])[F:24])[cH:19][cH:20]2)[cH:6][c:7]2[n:8]1[n:9][cH:10][c:11]2[I:27])([F:25])[F:26]. Starting materials: solution, [OH-].[Na+] (sodium hydroxide), C1(=CC=CC=C1)S(=O)(=O)N1C(=CC=2C1=CN=CC2)C(O)C2=CC=NC=C2 ([1-(Phenylsulfonyl)-1H-pyrrolo[2,3-c]pyridin-2-yl](pyridin-4-yl)methanol). Run in C(C)O (ethanol). The product is N1=CC=C(C=C1)C(=O)C1=CC=2C(=CN=CC2)N1 ((pyridin-4-yl)(1H-pyrrolo[2,3-c]pyridin-2-yl)methanone). Yield: 65.3%. Reaction SMILES: C1(S([N:10]2[C:14]3=[CH:15][N:16]=[CH:17][CH:18]=[C:13]3[CH:12]=[C:11]2[CH:19]([C:21]2[CH:26]=[CH:25][N:24]=[CH:23][CH:22]=2)[OH:20])(=O)=O)C=CC=CC=1.[OH-].[Na+]>C(O)C>[N:24]1[CH:25]=[CH:26][C:21]([C:19]([C:11]2[NH:10][C:14]3=[CH:15][N:16]=[CH:17][CH:18]=[C:13]3[CH:12]=2)=[O:20])=[CH:22][CH:23]=1 |f:1.2|. Procedure: [1-(Phenylsulfonyl)-1H-pyrrolo[2,3-c]pyridin-2-yl](pyridin-4-yl)methanol (Reference Example 22, 217 mg, 0.59 mmol) was dissolved in ethanol (10 mL). A 10% solution of sodium hydroxide (6 mL) was added and the reaction mixture was refluxed for 4.5 hours and then stirred at ambient temperature for the weekend. The solvent was removed under vacuum. The residue was taken up in ethyl acetate, washed with water and brine, dried over sodium sulfate and concentrated to give (pyridin-4-yl)(1H-pyrrolo[2,3... Starting materials: BrC1=NC(=CC=C1)Br (2,6-dibromopyridine), C(C)(C)(C)OC(NC1CNCC1)=O (pyrrolidin-3-ylcarbamic acid tert-butyl ester), C1(=CC=CC=C1)P(C1=C(C2=CC=CC=C2C=C1)C1=C(C=CC2=CC=CC=C12)P(C1=CC=CC=C1)C1=CC=CC=C1)C1=CC=CC=C1 (2,2′-bis(diphenylphosphino)-1,1′-binaphthyl), C([O-])([O-])=O.[Cs+].[Cs+] (cesium carbonate). Reagents/catalysts: C=1C=CC(=CC1)/C=C/C(=O)/C=C/C2=CC=CC=C2.C=1C=CC(=CC1)/C=C/C(=O)/C=C/C2=CC=CC=C2.C=1C=CC(=CC1)/C=C/C(=O)/C=C/C2=CC=CC=C2.[Pd].[Pd] (tris(dibenzylideneacetone)dipalladium). Solvent: hexanes, C(C)(=O)OCC (ethyl acetate). Conditions: temperature 100 celsius. The product is C(C)(C)(C)OC(N[C@@H]1CN(CC1)C1=NC(=CC=C1)Br)=O ((3S)-[1-(6-bromopyridin-2-yl)-pyrrolidin-3-yl]-carbamic acid tert-butyl ester). The yield is 38.0%. Reaction SMILES: Br[C:2]1[CH:7]=[CH:6][CH:5]=[C:4]([Br:8])[N:3]=1.[C:9]([O:13][C:14](=[O:21])[NH:15][CH:16]1[CH2:20][CH2:19][NH:18][CH2:17]1)([CH3:12])([CH3:11])[CH3:10].C1(P(C2C=CC=CC=2)C2C=CC3C(=CC=CC=3)C=2C2C3C(=CC=CC=3)C=CC=2P(C2C=CC=CC=2)C2C=CC=CC=2)C=CC=CC=1.C(=O)([O-])[O-].[Cs+].[Cs+]>C1C=CC(/C=C/C(/C=C/C2C=CC=CC=2)=O)=CC=1.C1C=CC(/C=C/C(/C=C/C2C=CC=CC=2)=O)=CC=1.C1C=CC(/C=C/C(/C=C/C2C=CC=CC=2)=O)=CC=1.[Pd].[Pd].C(OCC)(=O)C>[C:9]([O:13][C:14](=[O:21])[NH:15][C@H:16]1[CH2:20][CH2:19][N:18]([C:2]2[CH:7]=[CH:6][CH:5]=[C:4]([Br:8])[N:3]=2)[CH2:17]1)([CH3:12])([CH3:10])[CH3:11] |f:3.4.5,6.7.8.9.10|. Procedure: Add 2,6-dibromopyridine (500 mg, 2.11 mmol), pyrrolidin-3-ylcarbamic acid tert-butyl ester (372 mg, 2.00 mmol), tris(dibenzylideneacetone)dipalladium (0) (193 mg, 0.21 mmol), 2,2′-bis(diphenylphosphino)-1,1′-binaphthyl (526 mg, 0.84 mmol), and cesium carbonate (1.37 g, 4.21 mmol) to a dry flask under nitrogen. Add degassed anhydrous toluene (10 mL) to the flask. Heat at 100° C. for one hour. Cool to room temperature and dilute with dichloromethane, filter through a pad of Celite®, concentrate to... The reactants are CC1(C=2C=C3CCCC(C3=CC2C(CC1)(C)C)CCO)C ((+)-2-(1,2,3,4,5,6,7,8-octahydro-5,5,8,8-tetramethylanthracen-1-yl)ethan-1-ol), C([O-])(O)=O.[Na+] (sodium bicarbonate), S(=S)(=O)([O-])[O-].[Na+].[Na+] (sodium thiosulfate), CC(=O)OI1(C=2C=CC=CC2C(=O)O1)(OC(=O)C)OC(=O)C (Dess-Martin reagent). Solvent: ClCCl (dichloromethane). Conditions: time 60 minute. The product is aldehyde, CC1(C=2C=C3CCCC(C3=CC2C(CC1)(C)C)CC=O)C ((+)-2-(1,2,3,4,5,6,7,8-octahydro-5,5,8,8-tetramethylanthracen-1-yl)ethan-1-al). The yield is 81.0%. Reaction SMILES: [CH3:1][C:2]1([CH3:21])[CH2:15][CH2:14][C:13]([CH3:17])([CH3:16])[C:12]2[CH:11]=[C:10]3[C:5]([CH2:6][CH2:7][CH2:8][CH:9]3[CH2:18][CH2:19][OH:20])=[CH:4][C:3]1=2.CC(OI1(OC(C)=O)(OC(C)=O)OC(=O)C2C=CC=CC1=2)=O.C(=O)(O)[O-].[Na+].S([O-])([O-])(=O)=S.[Na+].[Na+]>ClCCl>[CH3:1][C:2]1([CH3:21])[CH2:15][CH2:14][C:13]([CH3:16])([CH3:17])[C:12]2[CH:11]=[C:10]3[C:5]([CH2:6][CH2:7][CH2:8][CH:9]3[CH2:18][CH:19]=[O:20])=[CH:4][C:3]1=2 |f:2.3,4.5.6|. Reported procedure: The above alcohol (60 mg, 0.21 mmol) was dissolved in dichloromethane (5.0 mL) and Dess-Martin reagent (2×135 mg, 0.63 mmol) was added in two portions and stirred for 60 min. A saturated solution of sodium bicarbonate (3.0 mL) was added, followed by solid sodium thiosulfate. The mixture was stirred vigorously and extracted with dichloromethane. The organic layer was washed with water (2×5 mL), brine (2×5 mL) and dried over MgSO4. The solvent was evaporated and the residue was purified over a sho... Starting materials: C(CCCC)C1CC=C(C=C1)C1=CC=C(C=C1)Br (1-pentyl-4-(4-bromophenyl)dihydrobenzene), CN(C=O)C (N,N-dimethylformamide), cuprous cyanide, N (ammonia). Product: C(CCCC)C1CC=C(C=C1)C1=CC=C(C=C1)C#N (1-pentyl-4-(4-cyanophenyl)dihydrobenzene). As a reaction SMILES: [CH2:1]([CH:6]1[CH:11]=[CH:10][C:9]([C:12]2[CH:17]=[CH:16][C:15](Br)=[CH:14][CH:13]=2)=[CH:8][CH2:7]1)[CH2:2][CH2:3][CH2:4][CH3:5].N.[CH3:20][N:21](C)C=O>>[CH2:1]([CH:6]1[CH:11]=[CH:10][C:9]([C:12]2[CH:17]=[CH:16][C:15]([C:20]#[N:21])=[CH:14][CH:13]=2)=[CH:8][CH2:7]1)[CH2:2][CH2:3][CH2:4][CH3:5]. Procedure details: In 15 ml of N,N-dimethylformamide, 4 g of the 1-pentyl-4-(4-bromophenyl)dihydrobenzene, which had been obtained in Example 8, were dissolved, followed by the addition of 1.4 g of cuprous cyanide. The resulting mixture was reacted for 6 hours at reflux temperature. After the completion of the reaction, aqueous ammonia was added to the reaction mixture, followed by the extraction of the reaction mixture with toluene. The extract was washed with aqueous ammonia and then with saturated NaCl. Anhydro... Procedure details: To 80 mg (0.15 mmol) of the aryl bromide, [(1S,2S)-1-({(4-bromo-phenyl)-[(trans)-2-(5-fluoro-pyridin-2-yl)-cyclopropanecarbonyl]-amino}-methyl)-2-methyl-butyl]-carbamic acid tert-butyl ester, in a microwave vial was added boronic acid (26 mg, 0.158 mmol), K2CO3 (41.5 mg, 0.301 mmol), PdCl2(PPh3)2 (5.3 mg, 0.008 mmol), 6 mL of MeCN, and 1 mL of water. The resulting mixture was microwaved at 140° C. for 30 min. It was then diluted with EtOAc, washed with water, brine and concentrated, and then pur... Solvent: O (water), CCOC(=O)C (EtOAc). Yield: 72.0%. The reactants are aryl bromide, C(C)(C)(C)OC(N[C@@H]([C@H](CC)C)CN(C(=O)[C@H]1[C@@H](C1)C1=NC=C(C=C1)F)C1=CC=C(C=C1)Br)=O ([(1S,2S)-1-({(4-bromo-phenyl)-[(trans)-2-(5-fluoro-pyridin-2-yl)-cyclopropanecarbonyl]-amino}-methyl)-2-methyl-butyl]-carbamic acid tert-butyl ester), B(O)O (boronic acid), C(=O)([O-])[O-].[K+].[K+] (K2CO3), CC#N (MeCN). Product: C(C)(C)(C)OC(N[C@@H]([C@H](CC)C)CN(C1=CC=C(C=C1)C1=CC=C(C=C1)COC)C(=O)[C@H]1[C@@H](C1)C1=NC=C(C=C1)F)=O (((1S,2S)-1-{[[(trans)-2-(5-Fluoro-pyridin-2-yl)-cyclopropanecarbonyl]-(4′-methoxymethyl-biphenyl-4-yl)-amino]-methyl}-2-methyl-butyl)-carbamic acid tert-butyl ester). Reagents/catalysts: Cl[Pd]([P](C1=CC=CC=C1)(C2=CC=CC=C2)C3=CC=CC=C3)([P](C4=CC=CC=C4)(C5=CC=CC=C5)C6=CC=CC=C6)Cl (PdCl2(PPh3)2). As a reaction SMILES: [C:1]([O:5][C:6](=[O:34])[NH:7][C@H:8]([CH2:13][N:14]([C:27]1[CH:32]=[CH:31][C:30](Br)=[CH:29][CH:28]=1)[C:15]([C@@H:17]1[CH2:19][C@H:18]1[C:20]1[CH:25]=[CH:24][C:23]([F:26])=[CH:22][N:21]=1)=[O:16])[C@@H:9]([CH3:12])[CH2:10][CH3:11])([CH3:4])([CH3:3])[CH3:2].B(O)O.[C:38]([O-:41])([O-])=O.[K+].[K+].[CH3:44][C:45]#N>CCOC(C)=O.Cl[Pd](Cl)([P](C1C=CC=CC=1)(C1C=CC=CC=1)C1C=CC=CC=1)[P](C1C=CC=CC=1)(C1C=CC=CC=1)C1C=CC=CC=1.O>[C:1]([O:5][C:6](=[O:34])[NH:7][C@H:8]([CH2:13][N:14]([C:15]([C@@H:17]1[CH2:19][C@H:18]1[C:20]1[CH:25]=[CH:24][C:23]([F:26])=[CH:22][N:21]=1)=[O:16])[C:27]1[CH:32]=[CH:31][C:30]([C:9]2[CH:10]=[CH:11][C:45]([CH2:44][O:41][CH3:38])=[CH:13][CH:8]=2)=[CH:29][CH:28]=1)[C@@H:9]([CH3:12])[CH2:10][CH3:11])([CH3:4])([CH3:3])[CH3:2] |f:2.3.4,^1:55,74|. Starting materials: CC(C)=O, CC(C)=O, CC(=O)NCCc1coc2ccc(C=O)cc12, [K+], O=[Mn](=O)(=O)[O-], O. Product: CC(=O)NCCc1coc2ccc(C(=O)O)cc12. As a reaction SMILES: [CH3:25][C:26]([CH3:27])=[O:28].[CH3:29][C:30](=[O:31])[CH3:32].[CH:7](=[O:8])[c:9]1[cH:10][cH:11][c:12]2[c:13]([c:14]([CH2:17][CH2:18][NH:19][C:20]([CH3:21])=[O:22])[cH:15][o:16]2)[cH:23]1.[K+:6].[Mn:1](=[O:2])([O-:3])(=[O:4])=[O:5].[OH2:24]>>[OH:2][C:7](=[O:8])[c:9]1[cH:10][cH:11][c:12]2[c:13]([c:14]([CH2:17][CH2:18][NH:19][C:20]([CH3:21])=[O:22])[cH:15][o:16]2)[cH:23]1. Reactants: C1CCNC1, CCOC(C)=O, O=Cc1ccccc1, O=C1CCN(C(c2ccccc2)(c2ccccc2)c2ccccc2)CC1, c1ccccc1. Yields the product O=C1CCN(C(c2ccccc2)(c2ccccc2)c2ccccc2)CC1=Cc1ccccc1. Reaction SMILES: [CH2:27]1[CH2:28][NH:29][CH2:30][CH2:31]1.[CH3:46][CH2:47][O:48][C:49](=[O:50])[CH3:51].[CH:32](=[O:33])[c:34]1[cH:35][cH:36][cH:37][cH:38][cH:39]1.[c:1]1([C:7]([N:8]2[CH2:9][CH2:10][C:11](=[O:14])[CH2:12][CH2:13]2)([c:15]2[cH:16][cH:17][cH:18][cH:19][cH:20]2)[c:21]2[cH:22][cH:23][cH:24][cH:25][cH:26]2)[cH:2][cH:3][cH:4][cH:5][cH:6]1.[cH:40]1[cH:41][cH:42][cH:43][cH:44][cH:45]1>>[c:1]1([C:7]([N:8]2[CH2:9][C:10](=[CH:32][c:34]3[cH:35][cH:36][cH:37][cH:38][cH:39]3)[C:11](=[O:14])[CH2:12][CH2:13]2)([c:15]2[cH:16][cH:17][cH:18][cH:19][cH:20]2)[c:21]2[cH:22][cH:23][cH:24][cH:25][cH:26]2)[cH:2][cH:3][cH:4][cH:5][cH:6]1. Starting materials: CCOP(=O)(CC(=O)O)OCC, [Li]CCCC, CC(C)NC(C)C, Nc1ncnc2c1c(-c1ccc(Oc3ccccc3)cc1)cn2C1CCC(=O)CC1, C1CCOC1. The product is Nc1ncnc2c1c(-c1ccc(Oc3ccccc3)cc1)cn2C1CCC(=CC(=O)O)CC1. As a reaction SMILES: [CH2:13]([O:14][P:15]([O:16][CH2:17][CH3:18])(=[O:19])[CH2:21][C:22](=[O:23])[OH:24])[CH3:20].[CH3:8][CH2:9][CH2:10][CH2:11][Li:12].[CH:1]([NH:2][CH:3]([CH3:4])[CH3:5])([CH3:6])[CH3:7].[NH2:25][c:26]1[c:27]2[c:28]([n:29][cH:30][n:31]1)[n:32]([CH:48]1[CH2:49][CH2:50][C:51](=[O:54])[CH2:52][CH2:53]1)[cH:33][c:34]2-[c:35]1[cH:36][cH:37][c:38]([O:41][c:42]2[cH:43][cH:44][cH:45][cH:46][cH:47]2)[cH:39][cH:40]1.[O:55]1[CH2:56][CH2:57][CH2:58][CH2:59]1>>[CH:21]([C:22](=[O:23])[OH:24])=[C:51]1[CH2:50][CH2:49][CH:48]([n:32]2[c:28]3[c:27]([c:26]([NH2:25])[n:31][cH:30][n:29]3)[c:34](-[c:35]3[cH:36][cH:37][c:38]([O:41][c:42]4[cH:43][cH:44][cH:45][cH:46][cH:47]4)[cH:39][cH:40]3)[cH:33]2)[CH2:53][CH2:52]1. Starting materials: COc1ccc(C(=O)C(NC(=O)OC(C)(C)C)C(C)(C)C)c(OC)c1, Cl. Product: Cl, COc1ccc(C(=O)C(N)C(C)(C)C)c(OC)c1. Reaction SMILES: [C:1]([O:2][C:3](=[O:4])[NH:7][CH:8]([C:9]([CH3:10])([CH3:11])[CH3:12])[C:13]([c:14]1[c:15]([O:22][CH3:23])[cH:16][c:17]([O:20][CH3:21])[cH:18][cH:19]1)=[O:24])([CH3:5])([CH3:6])[CH3:25].[ClH:26]>>[ClH:26].[NH2:7][CH:8]([C:9]([CH3:10])([CH3:11])[CH3:12])[C:13]([c:14]1[c:15]([O:22][CH3:23])[cH:16][c:17]([O:20][CH3:21])[cH:18][cH:19]1)=[O:24].